Dataset: the Open Reaction Database (ORD), a public repository of structured organic reaction records. Task: describe an organic reaction: reactants, conditions, products, and yield The reactants are C1(=CC=CC=C1)OC(NC=1C(=NC(=C(C1)CC)C)OC)=O (Phenyl-N-(5-ethyl-2-methoxy-6-methylpyridin-3-yl)carbamate), FC(C1=CC(=CC=C1)N1CCNCC1)(F)F (1-(α, α, α-trifluoro-m-tolyl)piperazine). Yields the product C(C)C=1C=C(C(=NC1C)OC)NC(=O)N1CCN(CC1)C=1C=C(C=CC1)C(F)(F)F (1[(5-ethyl-2-methoxy-6-methylpyridin-3-yl)aminocarbonyl]-4-(α, α, α-trifluoro-m-tolyl)piperazine). Yield: 67.0%. RXN SMILES: C1(O[C:8](=[O:21])[NH:9][C:10]2[C:11]([O:19][CH3:20])=[N:12][C:13]([CH3:18])=[C:14]([CH2:16][CH3:17])[CH:15]=2)C=CC=CC=1.[F:22][C:23]([F:37])([F:36])[C:24]1[CH:29]=[CH:28][CH:27]=[C:26]([N:30]2[CH2:35][CH2:34][NH:33][CH2:32][CH2:31]2)[CH:25]=1>>[CH2:16]([C:14]1[CH:15]=[C:10]([NH:9][C:8]([N:33]2[CH2:32][CH2:31][N:30]([C:26]3[CH:25]=[C:24]([C:23]([F:36])([F:37])[F:22])[CH:29]=[CH:28][CH:27]=3)[CH2:35][CH2:34]2)=[O:21])[C:11]([O:19][CH3:20])=[N:12][C:13]=1[CH3:18])[CH3:17]. Procedure: Phenyl-N-(5-ethyl-2-methoxy-6-methylpyridin-3-yl)carbamate and 1-(α, α, α-trifluoro-m-tolyl)piperazine were reacted by the same way with the example 1 to obtain the titled compound. Starting materials: O (Water), C(CC)(=O)Cl (Propionyl chloride), NC=1C=C(C=CC1)C1CCN(CC1)C(=O)OC(C)(C)C (tert-butyl 4-(3-aminophenyl)-1-piperidinecarboxylate), TEA. Run in C1CCOC1 (THF). Run at time 3 hour. Yields the product C(CC)(=O)NC=1C=C(C=CC1)C1CCN(CC1)C(=O)OC(C)(C)C (TERT-BUTYL 4-[3-(PROPIONYLAMINO)PHENYL]-1-PIPERIDINECARBOXYLATE). Isolated yield 104.1%. RXN SMILES: [C:1](Cl)(=[O:4])[CH2:2][CH3:3].[NH2:6][C:7]1[CH:8]=[C:9]([CH:13]2[CH2:18][CH2:17][N:16]([C:19]([O:21][C:22]([CH3:25])([CH3:24])[CH3:23])=[O:20])[CH2:15][CH2:14]2)[CH:10]=[CH:11][CH:12]=1.O>C1COCC1>[C:1]([NH:6][C:7]1[CH:8]=[C:9]([CH:13]2[CH2:14][CH2:15][N:16]([C:19]([O:21][C:22]([CH3:25])([CH3:24])[CH3:23])=[O:20])[CH2:17][CH2:18]2)[CH:10]=[CH:11][CH:12]=1)(=[O:4])[CH2:2][CH3:3]. Procedure: Propionyl chloride (5.53 g, 0.0597 mol) was added dropwise to a solution of tert-butyl 4-(3-aminophenyl)-1-piperidinecarboxylate (15.0 g, 0.0543 mol) and TEA (16.5 g, 0.163 mol) in THF (200 mL) and the mixture was stirred at room temperature for 3 h. Water (50 mL) was added to the reaction mixture, the aqueous layer was extracted with CH2Cl2 (3×100 mL), and the combined organic extracts were washed with brine (50 mL), dried over Na2SO4 and concentrated under reduced pressure. The residue was pur... Starting materials: [H-].[K+] (potassium hydride), C(C=C)[Si](C)(C)Cl (allyl(chloro)dimethylsilane), C(C)(C)(C)[Li] (tert-butyllithium), C(C)(C)(C)OC(NC1=C(C=C(C=C1)Br)OC)=O (tert-butyl-N-(4-bromo-2-methoxyphenyl)carbamate). Run in O (water), C1CCOC1 (THF), CCCCCC (hexane), C1CCOC1 (THF), CCOC(=O)C (AcOEt), C1CCOC1 (THF). Run at temperature -78 celsius, time 10 minute. Product: C(C)(C)(C)OC(NC1=C(C=C(C=C1)[Si](C)(C)CC=C)OC)=O (tert-butyl-N-{4-[allyl(dimethyl)silyl]-2-methoxyphenyl}carbamate). Yield: 77.4%. Reaction SMILES: [H-].[K+].[C:3]([O:7][C:8](=[O:19])[NH:9][C:10]1[CH:15]=[CH:14][C:13](Br)=[CH:12][C:11]=1[O:17][CH3:18])([CH3:6])([CH3:5])[CH3:4].C([Li])(C)(C)C.[CH2:25]([Si:28](Cl)([CH3:30])[CH3:29])[CH:26]=[CH2:27]>C1COCC1.CCCCCC.CCOC(C)=O.O>[C:3]([O:7][C:8](=[O:19])[NH:9][C:10]1[CH:15]=[CH:14][C:13]([Si:28]([CH2:25][CH:26]=[CH2:27])([CH3:30])[CH3:29])=[CH:12][C:11]=1[O:17][CH3:18])([CH3:6])([CH3:5])[CH3:4] |f:0.1|. Procedure: To 2.4 g (20.6 mmol, 1.2 eq) of 35% potassium hydride suspended in 70 ml of anhydrous THF under an argon atmosphere, at room temperature 5.2 g (17.2 mmol) of tert-butyl-N-(4-bromo-2-methoxyphenyl)carbamate 4 diluted in 60 ml of anhydrous THF is added dropwise. This mixture is shaken for 10 min before cooling to −78° C. When this temperature is reached, 23.5 ml (35.3 mmol, 2.05 eq) of 1.5 M tert-butyllithium is added through a cannula in hexane diluted in 50 ml of anhydrous THF and previously coo...